Dataset: the Open Reaction Database (ORD), a public repository of structured organic reaction records. Task: describe an organic reaction: reactants, conditions, products, and yield The reactants are CCCC(O)c1cnc(-c2c(CC)cccc2CC)cc1OCC, ClCCl, O=S(Cl)Cl. The product is CCCC(Cl)c1cnc(-c2c(CC)cccc2CC)cc1OCC. Reaction SMILES: [CH2:1]([CH3:2])[c:3]1[c:4](-[c:11]2[cH:12][c:13]([O:22][CH2:23][CH3:24])[c:14]([CH:17]([CH2:18][CH2:19][CH3:20])[OH:21])[cH:15][n:16]2)[c:5]([CH2:9][CH3:10])[cH:6][cH:7][cH:8]1.[Cl:29][CH2:30][Cl:31].[S:25]([Cl:26])([Cl:27])=[O:28]>>[CH2:1]([CH3:2])[c:3]1[c:4](-[c:11]2[cH:12][c:13]([O:22][CH2:23][CH3:24])[c:14]([CH:17]([CH2:18][CH2:19][CH3:20])[Cl:27])[cH:15][n:16]2)[c:5]([CH2:9][CH3:10])[cH:6][cH:7][cH:8]1. Reactants: CCC(CC)ONCC(O)C(Cc1ccccc1)NC(=O)OC1COC2OCCC12, CN(C)c1ccccn1, O=S(=O)(Cl)c1ccc2c(c1)OCO2, C1CCOC1. Product: CCC(CC)ON(CC(O)C(Cc1ccccc1)NC(=O)OC1COC2OCCC12)S(=O)(=O)c1ccc2c(c1)OCO2. As a reaction SMILES: [CH2:1]([c:2]1[cH:3][cH:4][cH:5][cH:6][cH:7]1)[CH:8]([CH:9]([CH2:10][NH:11][O:12][CH:13]([CH2:14][CH3:15])[CH2:16][CH3:17])[OH:18])[NH:19][C:20]([O:21][CH:22]1[CH2:23][O:24][CH:25]2[O:26][CH2:27][CH2:28][CH:29]12)=[O:30].[CH3:44][N:45]([c:46]1[cH:47][cH:48][cH:49][cH:50][n:51]1)[CH3:52].[O:31]1[CH2:32][O:33][c:34]2[c:35]1[cH:36][cH:37][c:38]([S:40](=[O:41])(=[O:42])[Cl:43])[cH:39]2.[O:53]1[CH2:54][CH2:55][CH2:56][CH2:57]1>>[CH2:1]([c:2]1[cH:3][cH:4][cH:5][cH:6][cH:7]1)[CH:8]([CH:9]([CH2:10][N:11]([O:12][CH:13]([CH2:14][CH3:15])[CH2:16][CH3:17])[S:40]([c:38]1[cH:37][cH:36][c:35]2[c:34]([cH:39]1)[O:33][CH2:32][O:31]2)(=[O:41])=[O:42])[OH:18])[NH:19][C:20]([O:21][CH:22]1[CH2:23][O:24][CH:25]2[O:26][CH2:27][CH2:28][CH:29]12)=[O:30]. Reactants: C(C)(=O)OC=1C(=C2C(CC(OC2=C(C1C)C)(COC1=CC=C(C=C1)[N+](=O)[O-])CC(C)C)=O)C (6-acetoxy-2-isobutyl-5,7,8-trimethyl-2-(4-nitrophenoxymethyl)chroman-4-one), [H][H] (hydrogen). The solvent is CO (methanol). The reagents and catalysts are [Pd] (palladium-on-carbon). As a reaction SMILES: [C:1]([O:4][C:5]1[C:6]([CH3:33])=[C:7]2[C:12](=[C:13]([CH3:16])[C:14]=1[CH3:15])[O:11][C:10]([CH2:28][CH:29]([CH3:31])[CH3:30])([CH2:17][O:18][C:19]1[CH:24]=[CH:23][C:22]([N+:25]([O-])=O)=[CH:21][CH:20]=1)[CH2:9][C:8]2=[O:32])(=[O:3])[CH3:2].[H][H]>CO.[Pd]>[C:1]([O:4][C:5]1[C:6]([CH3:33])=[C:7]2[C:12](=[C:13]([CH3:16])[C:14]=1[CH3:15])[O:11][C:10]([CH2:17][O:18][C:19]1[CH:24]=[CH:23][C:22]([NH2:25])=[CH:21][CH:20]=1)([CH2:28][CH:29]([CH3:31])[CH3:30])[CH2:9][C:8]2=[O:32])(=[O:3])[CH3:2]. The product is C(C)(=O)OC=1C(=C2C(CC(OC2=C(C1C)C)(CC(C)C)COC1=CC=C(C=C1)N)=O)C (6-Acetoxy-2-(4-aminophenoxymethyl)-2-isobutyl-5,7,8-trimethylchroman-4-one). Procedure: 1.4 g of 6-acetoxy-2-isobutyl-5,7,8-trimethyl-2-(4-nitrophenoxymethyl)chroman-4-one (prepared as described in Preparation 7) was dissolved in 35 ml of methanol, and, in the presence of 1 g of 10% w/w palladium-on-carbon, it was reduced for 3 hours under about 1 atmosphere (about 1 bar) pressure of hydrogen. The catalyst was filtered off, and the solvent was then distilled off under reduced pressure to give the title compound. The reactants are C(C)OC(=O)C1(OC2=C(O1)C=1CC(CC1C=C2)N2C(OC(C2)C2=CC(=CC=C2)Cl)=O)C(=O)OCC (7-[5-(3-Chlorophenyl)-2-oxo-3-oxazolidinyl]-7,8-dihydro-6H-indeno[4,5-d]-1,3-dioxole-2,2-dicarboxylic acid diethyl ester), [OH-].[Na+] (sodium hydroxide). Product: [Na+].[Na+].ClC=1C=C(C=CC1)C(CNC1CC=2C=CC3=C(OC(O3)(C(=O)[O-])C(=O)[O-])C2C1)O (7-[[2-(3-Chlorophenyl)-2-hydroxyethyl]amino]-7,8-dihydro-6H-indeno[4,5-d]-1,3-dioxole-2,2-dicarboxylic acid disodium salt). RXN SMILES: C([O:3][C:4]([C:6]1([C:31]([O:33]CC)=[O:32])[O:10][C:9]2[C:11]3[CH2:12][CH:13]([N:18]4[CH2:22][CH:21]([C:23]5[CH:28]=[CH:27][CH:26]=[C:25]([Cl:29])[CH:24]=5)[O:20]C4=O)[CH2:14][C:15]=3[CH:16]=[CH:17][C:8]=2[O:7]1)=[O:5])C.[OH-].[Na+:37]>>[Na+:37].[Na+:37].[Cl:29][C:25]1[CH:24]=[C:23]([CH:21]([OH:20])[CH2:22][NH:18][CH:13]2[CH2:12][C:11]3[C:9]4[O:10][C:6]([C:4]([O-:5])=[O:3])([C:31]([O-:33])=[O:32])[O:7][C:8]=4[CH:17]=[CH:16][C:15]=3[CH2:14]2)[CH:28]=[CH:27][CH:26]=1 |f:1.2,3.4.5|. Procedure: To 1.60 g of product from Example 1, Step C, under argon, is added 22 ml of 2.5N sodium hydroxide. The reaction mixture is heated to its reflux temperature and maintained at this temperature for 20 hours. The gum that is originally present dissolves and the solution turns a dark brown. The reaction mixture is evaporated in vacuo and the residue treated with ethyl alcohol. The solids are isolated by filtration, rinsed with ethyl alcohol and diethyl ether and air dried briefly. The resulting solid... The product is OC=1C2=C(C(=NC1C(=O)NCC(=O)O)C=1SC=CN1)N=C(S2)C2=CC=CC=C2 ([(7-Hydroxy-2-phenyl-4-thiazol-2-yl-thiazolo[4,5-c]pyridine-6-carbonyl)-amino]-acetic acid). Run in C[O-].[Na+].CO (sodium methoxide methanol). Procedure details: A mixture of 7-hydroxy-2-phenyl-4-thiazol-2-yl-thiazolo[4,5-c]pyridine-6-carboxylic acid ethyl ester (25 mg, 0.06 mmole) and glycine (96 mg, 1.28 mmole) in 0.5 M sodium methoxide/methanol (2.4 ml) was refluxed for 3 days before it was cooled to room temperature and concentrated in vacuo. It was dissolved in water (25 ml) and extracted with dichloromethane (2×50 ml). The remaining aqueous solution was acidified to pH=2 with 0.1 N HCl (1.8 ml). The resulting suspension was extracted with isopropan... The yield is 32.3%. As a reaction SMILES: C(O[C:4]([C:6]1[N:11]=[C:10]([C:12]2[S:13][CH:14]=[CH:15][N:16]=2)[C:9]2[N:17]=[C:18]([C:20]3[CH:25]=[CH:24][CH:23]=[CH:22][CH:21]=3)[S:19][C:8]=2[C:7]=1[OH:26])=[O:5])C.[NH2:27][CH2:28][C:29]([OH:31])=[O:30]>C[O-].[Na+].CO>[OH:26][C:7]1[C:8]2[S:19][C:18]([C:20]3[CH:25]=[CH:24][CH:23]=[CH:22][CH:21]=3)=[N:17][C:9]=2[C:10]([C:12]2[S:13][CH:14]=[CH:15][N:16]=2)=[N:11][C:6]=1[C:4]([NH:27][CH2:28][C:29]([OH:31])=[O:30])=[O:5] |f:2.3.4|. Reactants: C(C)OC(=O)C1=C(C2=C(C(=N1)C=1SC=CN1)N=C(S2)C2=CC=CC=C2)O (7-hydroxy-2-phenyl-4-thiazol-2-yl-thiazolo[4,5-c]pyridine-6-carboxylic acid ethyl ester), NCC(=O)O (glycine). Reactants: [Li]CCCC, CC(=O)c1ccc2c(c1)C(C)(C)CCC2(C)C, CCCCCC, CC(C)NC(C)C, CC(C)[N-]C(C)C, [Li+], C1CCOC1, CCOP(=O)(Cl)OCC. The product is C#Cc1ccc2c(c1)C(C)(C)CCC2(C)C. RXN SMILES: [CH2:8]([Li:9])[CH2:10][CH2:11][CH3:12].[CH3:13][C:14]1([CH3:29])[CH2:15][CH2:16][C:17]([CH3:27])([CH3:28])[c:18]2[cH:19][c:20]([C:24]([CH3:25])=[O:26])[cH:21][cH:22][c:23]21.[CH3:52][CH2:53][CH2:54][CH2:55][CH2:56][CH3:57].[CH:1]([NH:2][CH:3]([CH3:4])[CH3:5])([CH3:6])[CH3:7].[CH:39]([N-:40][CH:41]([CH3:42])[CH3:43])([CH3:44])[CH3:45].[Li+:46].[O:47]1[CH2:48][CH2:49][CH2:50][CH2:51]1.[P:30]([Cl:31])([O:32][CH2:33][CH3:34])([O:35][CH2:36][CH3:37])=[O:38]>>[CH3:13][C:14]1([CH3:29])[CH2:15][CH2:16][C:17]([CH3:27])([CH3:28])[c:18]2[cH:19][c:20]([C:24]#[CH:25])[cH:21][cH:22][c:23]21. Starting materials: C(CCCCCCCCCCC)C1=CC=C(C=C1)S(=O)(=O)Cl (p-dodecylbenzenesulfonyl chloride), NC1=NN=C(S1)CC(=O)OCC (ethyl 2-(5-amino-1,3,4-thiadiazol-2-yl)acetate), Cl (HCl). The solvent is N1=CC=CC=C1 (pyridine). Run at time 4.5 hour. Yields the product C(CCCCCCCCCCC)C1=CC=C(C=C1)S(=O)(=O)NC1=NN=C(S1)CC(=O)OCC (Ethyl 2-(5-(4-Dodecylphenylsulfonamido)-1,3,4-thiadiazol-2-yl)acetate). Yield: 43.0%. As a reaction SMILES: [CH2:1]([C:13]1[CH:18]=[CH:17][C:16]([S:19](Cl)(=[O:21])=[O:20])=[CH:15][CH:14]=1)[CH2:2][CH2:3][CH2:4][CH2:5][CH2:6][CH2:7][CH2:8][CH2:9][CH2:10][CH2:11][CH3:12].[NH2:23][C:24]1[S:28][C:27]([CH2:29][C:30]([O:32][CH2:33][CH3:34])=[O:31])=[N:26][N:25]=1.Cl>N1C=CC=CC=1>[CH2:1]([C:13]1[CH:18]=[CH:17][C:16]([S:19]([NH:23][C:24]2[S:28][C:27]([CH2:29][C:30]([O:32][CH2:33][CH3:34])=[O:31])=[N:26][N:25]=2)(=[O:21])=[O:20])=[CH:15][CH:14]=1)[CH2:2][CH2:3][CH2:4][CH2:5][CH2:6][CH2:7][CH2:8][CH2:9][CH2:10][CH2:11][CH3:12]. Procedure details: To a solution of p-dodecylbenzenesulfonyl chloride (1.01 g, 2.94 mmol) in pyridine (10 mL) was added ethyl 2-(5-amino-1,3,4-thiadiazol-2-yl)acetate (500 mg, 2.67 mmol). The reaction mixture was stirred at room temperature for 4.5 h, then 2 M HCl (20 mL) was added to quench the reaction. The mixture was extracted with ethyl acetate (3×50 mL). The organic extracts were washed with water (20 mL), brine (20 mL), dried over Na2SO4, filtered, and concentrated. The residue was purified by chromatograph... The reactants are C(C)(C)(C)OC(=O)N1CCN(CC1)C1=CC(=C(C=C1)[N+](=O)[O-])C (4-(3-Methyl-4-nitrophenyl)-piperazine-1-carboxylic acid tert-butyl ester), [Cl-].[NH4+] (ammonium chloride), C(C)O (ethanol). Reagents/catalysts: [Fe] (iron). Solvent: O (water). The product is C(C)(C)(C)OC(=O)N1CCN(CC1)C1=CC(=C(C=C1)N)C (4-(4-Amino-3-methylphenyl)-piperazine-1-carboxylic acid tert-butyl ester). Yield: 66.2%. RXN SMILES: [C:1]([O:5][C:6]([N:8]1[CH2:13][CH2:12][N:11]([C:14]2[CH:19]=[CH:18][C:17]([N+:20]([O-])=O)=[C:16]([CH3:23])[CH:15]=2)[CH2:10][CH2:9]1)=[O:7])([CH3:4])([CH3:3])[CH3:2].[Cl-].[NH4+].C(O)C>[Fe].O>[C:1]([O:5][C:6]([N:8]1[CH2:13][CH2:12][N:11]([C:14]2[CH:19]=[CH:18][C:17]([NH2:20])=[C:16]([CH3:23])[CH:15]=2)[CH2:10][CH2:9]1)=[O:7])([CH3:4])([CH3:3])[CH3:2] |f:1.2|. Procedure details: 4-(3-Methyl-4-nitrophenyl)-piperazine-1-carboxylic acid tert-butyl ester (2 g), iron powder (1.74 g), ammonium chloride (1.67 g), ethanol (50 ml) and water (50 ml) were refluxed together under nitrogen for 2 hours. The mixture was cooled and the iron was filtered off. Water (200 ml) was added to the residue and the product extracted into ethyl acetate (3×200 ml), dried (MgSO4), and concentrated to give the sub-title compound (1.20 g). Reactants: N1(CCOCC1)C=1OC2=C(C=CC=C2C(C1)=O)OS(=O)(=O)C(F)(F)F (Trifluoro-methanesulfonic acid 2-morpholin-4-yl-4-oxo-4H-chromen-8-yl ester), C(=O)(OC(C)(C)C)NCC1=CC=C(C=C1)B(O)O (4-(N-Boc-aminomethyl)phenylboronic acid), C([O-])([O-])=O.[K+].[K+] (potassium carbonate), tetrakis triphenylphosphine palladium (0). Run in O1CCOCC1 (dioxane). Reaction conditions: temperature 80 celsius. Yields the product C(C)(C)(C)OC(NCC1=CC=C(C=C1)C=1C=CC=C2C(C=C(OC12)N1CCOCC1)=O)=O ([4-(2-morpholin-4-yl-4-oxo-4H-chromen-8-yl)-benzyl]-carbamic acid tert-butyl ester). Reaction SMILES: [N:1]1([C:7]2[O:8][C:9]3[C:14]([C:15](=[O:17])[CH:16]=2)=[CH:13][CH:12]=[CH:11][C:10]=3OS(C(F)(F)F)(=O)=O)[CH2:6][CH2:5][O:4][CH2:3][CH2:2]1.[C:26]([NH:33][CH2:34][C:35]1[CH:40]=[CH:39][C:38](B(O)O)=[CH:37][CH:36]=1)([O:28][C:29]([CH3:32])([CH3:31])[CH3:30])=[O:27].C(=O)([O-])[O-].[K+].[K+]>O1CCOCC1>[C:29]([O:28][C:26](=[O:27])[NH:33][CH2:34][C:35]1[CH:36]=[CH:37][C:38]([C:10]2[CH:11]=[CH:12][CH:13]=[C:14]3[C:9]=2[O:8][C:7]([N:1]2[CH2:6][CH2:5][O:4][CH2:3][CH2:2]2)=[CH:16][C:15]3=[O:17])=[CH:39][CH:40]=1)([CH3:32])([CH3:30])[CH3:31] |f:2.3.4|. Procedure: Trifluoro-methanesulfonic acid 2-morpholin-4-yl-4-oxo-4H-chromen-8-yl ester [E] (380 mg, 1.0 mmol), 4-(N-Boc-aminomethyl)phenylboronic acid (280 mg, 1.1 mmol, 1.1 eq), potassium carbonate (275 mg, 2.0 mmol, 2 eq) and tetrakis triphenylphosphine palladium (0) (60 mg, 0.05 mmol 0.05 eq) were stirred in dioxane (4 ml) and heated to 80° C. for 4 hours. The cooled reaction was then filtered and the filtrate concentrated in vacuo. The residue was purified by flash chromatography eluting with 0-3% meth... The reactants are [H-].[H-].[H-].[H-].[Li+].[Al+3] (LiAlH4), C(N)(=O)C=1C=NC2=C(C=C(C=C2C1NC1=CC(=CC=C1)OC)S(=O)(=O)C=1C=C(C(=O)NC2=CC=C(C=C2)C2=CC=C(C=C2)CCCC(=O)OC)C=CC1)C (methyl 4-(4′-(3-((3-carbamoyl-4-((3-methoxyphenyl)amino)-8-methylquinolin-6-yl)sulfonyl)benzamido)-[1,1′-biphenyl]-4-yl)butanoate), O (H2O), [OH-].[Na+] (NaOH), O (H2O). Solvent: CCOC(=O)C (EtOAc), C1CCOC1 (THF), C(Cl)Cl.CO (CH2Cl2 MeOH). Conditions: time 1 hour. Yields the product OCCCCC1=CC=C(C=C1)C1=CC=C(C=C1)NC(=O)C=1C=C(C=CC1)S(=O)(=O)C=1C=C2C(=C(C=NC2=C(C1)C)C(=O)N)NC1=CC(=CC=C1)OC (6-((3-((4′-(4-hydroxybutyl)-[1,1′-biphenyl]-4-yl)carbamoyl)phenyl)sulfonyl)-4-((3-methoxyphenyl)amino)-8-methylquinoline-3-carboxamide). The yield is 43.1%. RXN SMILES: [H-].[H-].[H-].[H-].[Li+].[Al+3].[C:7]([C:10]1[CH:11]=[N:12][C:13]2[C:18]([C:19]=1[NH:20][C:21]1[CH:26]=[CH:25][CH:24]=[C:23]([O:27][CH3:28])[CH:22]=1)=[CH:17][C:16]([S:29]([C:32]1[CH:33]=[C:34]([CH:57]=[CH:58][CH:59]=1)[C:35]([NH:37][C:38]1[CH:43]=[CH:42][C:41]([C:44]3[CH:49]=[CH:48][C:47]([CH2:50][CH2:51][CH2:52][C:53](OC)=[O:54])=[CH:46][CH:45]=3)=[CH:40][CH:39]=1)=[O:36])(=[O:31])=[O:30])=[CH:15][C:14]=2[CH3:60])(=[O:9])[NH2:8].O.[OH-].[Na+]>C1COCC1.CCOC(C)=O.C(Cl)Cl.CO>[OH:54][CH2:53][CH2:52][CH2:51][CH2:50][C:47]1[CH:48]=[CH:49][C:44]([C:41]2[CH:42]=[CH:43][C:38]([NH:37][C:35]([C:34]3[CH:33]=[C:32]([S:29]([C:16]4[CH:17]=[C:18]5[C:13](=[C:14]([CH3:60])[CH:15]=4)[N:12]=[CH:11][C:10]([C:7]([NH2:8])=[O:9])=[C:19]5[NH:20][C:21]4[CH:26]=[CH:25][CH:24]=[C:23]([O:27][CH3:28])[CH:22]=4)(=[O:30])=[O:31])[CH:59]=[CH:58][CH:57]=3)=[O:36])=[CH:39][CH:40]=2)=[CH:45][CH:46]=1 |f:0.1.2.3.4.5,8.9,12.13|. Procedure: Solid LiAlH4 (29 mg, 0.713 mmol) was added to a stirring solution of Intermediate 86 (265 mg, 0.357 mmol) in THF (5 mL) at 0° C. After stirring for an hour H2O (0.029 mL), 15% (w/v) NaOH (0.029 mL), and H2O (0.087 mL) were added in order then stirred for additional 1 h. The resulting suspension was diluted with EtOAc (10 mL) and the organic layer was washed with H2O (15 mL), brine (15 mL), dried over Na2SO4, and concentrated to give crude alcohol (224 mg) as yellow solid. Chromatography (9:1, CH...